This data is from the Open Reaction Database (ORD), a public repository of structured organic reaction records. The task is: describe an organic reaction: reactants, conditions, products, and yield Reactants: CCON, CCC(=O)C1=C(O)CC(c2ccc(NC(=O)c3ccccc3C)cc2)CC1=O, ClC(Cl)Cl. Product: CCON=C(CC)C1=C(O)CC(c2ccc(NC(=O)c3ccccc3C)cc2)CC1=O. As a reaction SMILES: [CH2:29]([CH3:30])[O:31][NH2:32].[CH3:1][c:2]1[c:3]([C:4](=[O:5])[NH:6][c:7]2[cH:8][cH:9][c:10]([CH:13]3[CH2:14][C:15]([OH:24])=[C:16]([C:20]([CH2:21][CH3:22])=[O:23])[C:17](=[O:19])[CH2:18]3)[cH:11][cH:12]2)[cH:25][cH:26][cH:27][cH:28]1.[CH:33]([Cl:34])([Cl:35])[Cl:36]>>[CH3:1][c:2]1[c:3]([C:4](=[O:5])[NH:6][c:7]2[cH:8][cH:9][c:10]([CH:13]3[CH2:14][C:15]([OH:24])=[C:16]([C:20]([CH2:21][CH3:22])=[N:32][O:31][CH2:29][CH3:30])[C:17](=[O:19])[CH2:18]3)[cH:11][cH:12]2)[cH:25][cH:26][cH:27][cH:28]1. Starting materials: [BH4-], CC(C)C(=O)Cl, C1CCOC1, CO, N#Cc1nccc(Cl)c1COC1CCCCO1, [Na+], [Na+], O=C([O-])O. The product is CC(C)C(=O)NCc1nccc(Cl)c1COC1CCCCO1. Reaction SMILES: [BH4-:18].[C:25]([CH:26]([CH3:27])[CH3:28])(=[O:29])[Cl:30].[CH2:33]1[O:34][CH2:35][CH2:36][CH2:37]1.[CH3:31][OH:32].[Cl:1][c:2]1[c:3]([CH2:10][O:11][CH:12]2[O:13][CH2:14][CH2:15][CH2:16][CH2:17]2)[c:4]([C:8]#[N:9])[n:5][cH:6][cH:7]1.[Na+:19].[Na+:24].[O-:20][C:21]([OH:22])=[O:23]>>[Cl:1][c:2]1[c:3]([CH2:10][O:11][CH:12]2[O:13][CH2:14][CH2:15][CH2:16][CH2:17]2)[c:4]([CH2:8][NH:9][C:25]([CH:26]([CH3:27])[CH3:28])=[O:29])[n:5][cH:6][cH:7]1. The reactants are C(C1=CC=CC=C1)OC1=C(C=CC=C1)C=CC1=C(C=C(C(=O)OC)C=C1)F (methyl 4-(2-(2-benzyloxyphenyl) ethenyl]-3-fluorobenzoate), C(C1=CC=CC=C1)OC1=C(C=CC=C1)C(/C=C/C1=CC=C(C(=O)[O-])C=C1)=C=O (4-[3-(2-benzyloxyphenyl)-3-carbonyl-1(E)-propenyl]-benzoate), OC1=C(C=CC=C1)C(CCC1=CC=C(C(=O)OC)C=C1)=C=O (methyl 4-[3-(2-hydroxyphenyl)-3-carbonylpropyl)benzoate). Run in C(C)O (ethanol). Yields the product OC1=C(C=CC=C1)CCC1=C(C=C(C(=O)OC)C=C1)F (Methyl 4-[2-(2-hydroxyphenyl)ethyl]-3-fluorobenzoate). RXN SMILES: C([O:8][C:9]1[CH:14]=[CH:13][CH:12]=[CH:11][C:10]=1[CH:15]=[CH:16][C:17]1[CH:26]=[CH:25][C:20]([C:21]([O:23][CH3:24])=[O:22])=[CH:19][C:18]=1[F:27])C1C=CC=CC=1.C(OC1C=CC=CC=1C(=C=O)/C=C/C1C=CC(C([O-])=O)=CC=1)C1C=CC=CC=1.OC1C=CC=CC=1C(=C=O)CCC1C=CC(C(OC)=O)=CC=1>C(O)C>[OH:8][C:9]1[CH:14]=[CH:13][CH:12]=[CH:11][C:10]=1[CH2:15][CH2:16][C:17]1[CH:26]=[CH:25][C:20]([C:21]([O:23][CH3:24])=[O:22])=[CH:19][C:18]=1[F:27]. Procedure details: Methyl 4-[2-(2-hydroxyphenyl)ethyl]-3-fluorobenzoate was synthesised from methyl 4-(2-(2-benzyloxyphenyl) ethenyl]-3-fluorobenzoate using the hydrogenation method described in Example 1 (for the conversion of 4-[3-(2-benzyloxyphenyl)-3-carbonyl-1(E)-propenyl]-benzoate to methyl 4-[3-(2-hydroxyphenyl)-3-carbonylpropyl)benzoate but using ethanol as the reaction solvent). Reactants: OC=1C(=CC=C2C(=CC(OC12)=O)C1=CC=CC=C1)OC1OCCCC1 (8-hydroxy-4-phenyl-7-(tetrahydro-2H-pyran-2-yloxy)-2H-chromen-2-one), BrCCF (1-bromo-2-fluoroethane), C(=O)([O-])[O-].[Cs+].[Cs+] (Cs2CO3). Run in CCOCC (ether), CN1CCCC1=O (NMP). Reaction conditions: time 5 hour. The product is FCCOC=1C(=CC=C2C(=CC(OC12)=O)C1=CC=CC=C1)OC1OCCCC1 (8-(2-fluoroethoxy)-4-phenyl-7-(tetrahydro-2H-pyran-2-yloxy)-2H-chromen-2-one). Yield: 73.7%. Reaction SMILES: [OH:1][C:2]1[C:3]([O:19][CH:20]2[CH2:25][CH2:24][CH2:23][CH2:22][O:21]2)=[CH:4][CH:5]=[C:6]2[C:11]=1[O:10][C:9](=[O:12])[CH:8]=[C:7]2[C:13]1[CH:18]=[CH:17][CH:16]=[CH:15][CH:14]=1.Br[CH2:27][CH2:28][F:29].C([O-])([O-])=O.[Cs+].[Cs+]>CN1C(=O)CCC1.CCOCC>[F:29][CH2:28][CH2:27][O:1][C:2]1[C:3]([O:19][CH:20]2[CH2:25][CH2:24][CH2:23][CH2:22][O:21]2)=[CH:4][CH:5]=[C:6]2[C:11]=1[O:10][C:9](=[O:12])[CH:8]=[C:7]2[C:13]1[CH:18]=[CH:17][CH:16]=[CH:15][CH:14]=1 |f:2.3.4|. Procedure: To 8-hydroxy-4-phenyl-7-(tetrahydro-2H-pyran-2-yloxy)-2H-chromen-2-one (40 mg, 0.12 mmol) and 1-bromo-2-fluoroethane (22 mg, 0.17 mmol) in 0.4 mL NMP was added Cs2CO3 (46 mg, 0.14 mmol). The mixture was stirred at rt for 5 h under Ar atmosphere and diluted with ether (40 mL). It was washed with water (3×30 mL) and dried over MgSO4 and concentrated. The crude product was purified with chromatography (hexane/EtOAc) to afford 8-(2-fluoroethoxy)-4-phenyl-7-(tetrahydro-2H-pyran-2-yloxy)-2H-chromen-2-...